This data is from the Open Reaction Database (ORD), a public repository of structured organic reaction records. The task is: describe an organic reaction: reactants, conditions, products, and yield Product: ClC=1C=C(C=NC1)OC[C@H]1N(CCC1)C (5-chloro-3-((1-methyl-2-(S)-pyrrolidinyl)methoxy)pyridine). RXN SMILES: [Cl:1][C:2]1[CH:3]=[C:4]([O:8][CH2:9][C@@H:10]2[CH2:14][CH2:13][CH2:12][N:11]2[C:15](OC(C)(C)C)=O)[CH:5]=[N:6][CH:7]=1.C(O)=O.C=O.C([O-])([O-])=O.[K+].[K+]>>[Cl:1][C:2]1[CH:3]=[C:4]([O:8][CH2:9][C@@H:10]2[CH2:14][CH2:13][CH2:12][N:11]2[CH3:15])[CH:5]=[N:6][CH:7]=1 |f:1.2,3.4.5|. Procedure: To 5-chloro-3-((1-t-butoxycarbonyl-2-(S)-pyrrolidinyl)methoxy)pyridine (0.600 g, 1.92 mmol), from Example 15b, was added a solution of formic acid/formaldehyde (1:2, 3 mL). The mixture was heated at reflux for 3 hours, then basified with sat. K2CO3. The aqueous phase was extracted with CH2Cl2 (3×) then the organic layer was dried (MgSO4) and concentrated. The crude product was purified by chromatography over silica gel eluted with CHCl3/MeOH to afford 0.274 g (63%) of the title compound as a pal... Yield: 62.9%. The reactants are ClC=1C=C(C=NC1)OC[C@H]1N(CCC1)C(=O)OC(C)(C)C (5-chloro-3-((1-t-butoxycarbonyl-2-(S)-pyrrolidinyl)methoxy)pyridine), C(=O)O.C=O (formic acid formaldehyde), C(=O)([O-])[O-].[K+].[K+] (K2CO3). Reactants: O=C1NCC(NC1)=O (2,5-diketopiperazine), C=O (formaldehyde), OP(=O)O.P(Cl)(Cl)Cl (H3PO3 PCl3), OP(=O)O (H3PO3). The solvent is C(C)(=O)O (acetic acid). Yields the product P(=O)(O)(O)CNCC(=O)O (N-(phosphonomethyl)glycine). Reaction SMILES: O=[C:2]1CN[C:5](=[O:8])[CH2:4][NH:3]1.C=O.[OH:11][PH:12]([OH:14])=[O:13].P(Cl)(Cl)Cl.[OH:19]P(O)=O>C(O)(=O)C>[P:12]([CH2:2][NH:3][CH2:4][C:5]([OH:8])=[O:19])([OH:14])([OH:11])=[O:13] |f:2.3|. Procedure: The sequence of reactions in Reaction Scheme 9a is comparable to those set forth in Reaction Scheme 9 except that N-acetylglycine XVIII is deacylated to form 2,5-diketopiperazine XXX. 2,5-diketopiperazine XXX is then reacted with formaldehyde and H3PO3 PCl3 or other H3PO3 source to produce N-(phosphonomethyl)glycine I and acetic acid. Acetic acid which is produced in the hydrolysis step can be reacted with ammonia to generate acetamide for the carboxymethylation step. Reactants: O(C1=CC=CC=C1)C=1C(=NC=C(C1)C(F)(F)F)O (3-phenoxy-5-trifluoromethyl-pyridin-2-ol), COC(CCC1=C(C=C(C=C1)OC1=CC(=CC(=C1)C)Br)C)=O (3-[4-(3-bromo-5-methyl-phenoxy)-2-methyl-phenyl]-propionic acid methyl ester). The product is CC1=C(C=CC(=C1)OC1=CC(=CC(=C1)OC1=NC=C(C=C1OC1=CC=CC=C1)C(F)(F)F)C)CCC(=O)O (3-{2-Methyl-4-[3-methyl-5-(3-phenoxy-5-trifluoromethyl-pyridin-2-yloxy)-phenoxy]-phenyl}-propionic acid). RXN SMILES: [O:1]([C:8]1[C:9]([OH:18])=[N:10][CH:11]=[C:12]([C:14]([F:17])([F:16])[F:15])[CH:13]=1)[C:2]1[CH:7]=[CH:6][CH:5]=[CH:4][CH:3]=1.C[O:20][C:21](=[O:40])[CH2:22][CH2:23][C:24]1[CH:29]=[CH:28][C:27]([O:30][C:31]2[CH:36]=[C:35]([CH3:37])[CH:34]=[C:33](Br)[CH:32]=2)=[CH:26][C:25]=1[CH3:39]>>[CH3:39][C:25]1[CH:26]=[C:27]([O:30][C:31]2[CH:32]=[C:33]([O:18][C:9]3[C:8]([O:1][C:2]4[CH:3]=[CH:4][CH:5]=[CH:6][CH:7]=4)=[CH:13][C:12]([C:14]([F:17])([F:15])[F:16])=[CH:11][N:10]=3)[CH:34]=[C:35]([CH3:37])[CH:36]=2)[CH:28]=[CH:29][C:24]=1[CH2:23][CH2:22][C:21]([OH:40])=[O:20]. Procedure: The title compound is prepared according to Example 8 by using 3-phenoxy-5-trifluoromethyl-pyridin-2-ol and 3-[4-(3-bromo-5-methyl-phenoxy)-2-methyl-phenyl]-propionic acid methyl ester to afford 32 mg (6%). 1H NMR (400 MHz, CDCl3); MS (ES+) m/z mass calcd for C29H24O5NF3 523, found 524 (M+1, 100%).